This data is from the Open Reaction Database (ORD), a public repository of structured organic reaction records. The task is: describe an organic reaction: reactants, conditions, products, and yield Starting materials: CI (methyl iodide), CS(=O)C (dimethyl sulfoxide), [OH-].[K+] (potassium hydroxide), 4h, C1(=CC=CC=C1)C1=CN=CN1 (5-phenyl-1H-imidazole). Solvent: O (water). Conditions: time 5 minute. The product is CN1C=NC(=C1)C1=CC=CC=C1 (1-Methyl-4-phenyl-1H-imidazole). Yield: 77.9%. As a reaction SMILES: CS(C)=O.[OH-].[K+].[C:7]1([C:13]2[NH:17][CH:16]=[N:15][CH:14]=2)[CH:12]=[CH:11][CH:10]=[CH:9][CH:8]=1.[CH3:18]I>O>[CH3:18][N:15]1[CH:14]=[C:13]([C:7]2[CH:8]=[CH:9][CH:10]=[CH:11][CH:12]=2)[N:17]=[CH:16]1 |f:1.2|. Procedure: Add 20 mL dimethyl sulfoxide (35 mL; 492.74 mmoles) to powdered potassium hydroxide (20.81 mmoles; 1.17 g). Add 5-phenyl-1H-imidazole (13.87 mmoles; 2.00 g) at room temperature and solid quickly dissolves giving an orange solution. After stirring 5 min add methyl iodide (15.26 mmoles; 950.36 μL) in one portion. Stir 4h at room temp. Dilute with water and extract with ethyl acetate (2×), then wash the organics with saturated aq. sodium chloride/water (2×) solution, dry over MgSO4, filter, evapora...